From a dataset of the Open Reaction Database (ORD), a public repository of structured organic reaction records. describe an organic reaction: reactants, conditions, products, and yield Procedure: 8-Hydroxy-1,2,4,5-tetrahydro-11-methyl-3H-azepino[4,5-b]quinoline dihydrochloride was prepared by hydrolysis of 8-hydroxy-1,2,4,5-tetrahydro-11-methyl-3-azepino[4,5-b]quinoline-carboxylic acid ethyl ester in concentrated hydrochloric acid. Yield: 34% of theory; m.p. 245° C (decomp.). Isolated yield 34.0%. The reactants are C(C)OC(=O)N1CCC2=NC=3C=C(C=CC3C(=C2CC1)C)O (8-hydroxy-1,2,4,5-tetrahydro-11-methyl-3-azepino[4,5-b]quinoline-carboxylic acid ethyl ester), Cl (hydrochloric acid). Reaction SMILES: C(OC([N:6]1[CH2:20][CH2:19][C:18]2[C:9](=[N:10][C:11]3[CH:12]=[C:13]([OH:22])[CH:14]=[CH:15][C:16]=3[C:17]=2[CH3:21])[CH2:8][CH2:7]1)=O)C.[ClH:23]>>[ClH:23].[ClH:23].[OH:22][C:13]1[CH:14]=[CH:15][C:16]2[C:17]([CH3:21])=[C:18]3[CH2:19][CH2:20][NH:6][CH2:7][CH2:8][C:9]3=[N:10][C:11]=2[CH:12]=1 |f:2.3.4|. The product is Cl.Cl.OC=1C=CC=2C(=C3C(=NC2C1)CCNCC3)C (8-Hydroxy-1,2,4,5-tetrahydro-11-methyl-3H-azepino[4,5-b]quinoline dihydrochloride).